From a dataset of the Open Reaction Database (ORD), a public repository of structured organic reaction records. describe an organic reaction: reactants, conditions, products, and yield The reactants are FC=1C=CC(=C(C1)C(CC1=CC(=CC=C1)F)=O)O (1-(5-Fluoro-2-hydroxyphenyl)-2-(3-fluorophenyl)ethanone), C(C)(=O)[O-].[Na+] (sodium acetate). The solvent is C(C)(=O)OC(C)=O (acetic anhydride). Yields the product FC=1C=C2C(C(=C(OC2=CC1)C)C1=CC(=CC=C1)F)=O (6-fluoro-3-(3-fluorophenyl)-2-methyl-4H-chromen-4-one). Isolated yield 99.5%. Reaction SMILES: [F:1][C:2]1[CH:3]=[CH:4][C:5]([OH:18])=[C:6]([C:8](=[O:17])[CH2:9][C:10]2[CH:15]=[CH:14][CH:13]=[C:12]([F:16])[CH:11]=2)[CH:7]=1.[C:19]([O-])(=O)[CH3:20].[Na+]>C(OC(=O)C)(=O)C>[F:1][C:2]1[CH:7]=[C:6]2[C:5](=[CH:4][CH:3]=1)[O:18][C:19]([CH3:20])=[C:9]([C:10]1[CH:15]=[CH:14][CH:13]=[C:12]([F:16])[CH:11]=1)[C:8]2=[O:17] |f:1.2|. Reported procedure: Intermediate 73 (24 g, 0.096 moles) was taken in a RB flask and to this acetic anhydride (230 ml) and sodium acetate (55.2 g, 0.673 moles) were added and the mixture was refluxed for 12 h. After cooling to RT, the reaction mixture was quenched by the addition of ice cold water. The solid formed was filtered and washed with water. The product was dried under vacuum to afford the title compound as brown solid (26 g, quant. yield). 1H-NMR (δ ppm, CDCl3, 400 MHz): δ 7.87(dd, J=8.2,3.0 Hz, 1H), 7.48-...